From a dataset of the Open Reaction Database (ORD), a public repository of structured organic reaction records. describe an organic reaction: reactants, conditions, products, and yield The reactants are OCC(C(=O)OC)C1=COC2=C1C=CC(=C2)OCC2=CC=C(C=C2)OC (methyl 3-hydroxy-2-(6-((4-methoxybenzyl)oxy)-1-benzofuran-3-yl)propanoate). Reagents/catalysts: [Pd] (palladium on carbon). Run in CO (MeOH). Run at time 21 hour. Yields the product OCC(C(=O)OC)C1COC2=C1C=CC(=C2)O (Methyl 3-hydroxy-2-(6-hydroxy-2,3-dihydro-1-benzofuran-3-yl)propanoate). The yield is 96.4%. As a reaction SMILES: [OH:1][CH2:2][CH:3]([C:8]1[C:12]2[CH:13]=[CH:14][C:15]([O:17]CC3C=CC(OC)=CC=3)=[CH:16][C:11]=2[O:10][CH:9]=1)[C:4]([O:6][CH3:7])=[O:5]>[Pd].CO>[OH:1][CH2:2][CH:3]([CH:8]1[C:12]2[CH:13]=[CH:14][C:15]([OH:17])=[CH:16][C:11]=2[O:10][CH2:9]1)[C:4]([O:6][CH3:7])=[O:5]. Procedure: To a mixture of methyl 3-hydroxy-2-(6-((4-methoxybenzyl)oxy)-1-benzofuran-3-yl)propanoate (86.9 mg) and MeOH (2.4 mL) was added 10% palladium on carbon (15 mg). The mixture was hydrogenated under balloon pressure for 21 h. The catalyst was removed by filtration and concentrated to give the title compound (56.0 mg).